From a dataset of the Open Reaction Database (ORD), a public repository of structured organic reaction records. describe an organic reaction: reactants, conditions, products, and yield Product: C(C1=CC=CC=C1)(=O)NC1[C@@H]2N(C(=C(CS2=O)CBr)C(=O)O[Si](C)(C)C)C1=O (trimethylsilyl 7-benzamido-3-bromomethyl-3-cephem-4-carboxylate-1-oxide). RXN SMILES: [C:1]([NH:9][CH:10]1[C:22](=[O:23])[N:12]2[C:13]([C:19]([OH:21])=[O:20])=[C:14]([CH3:18])[CH2:15][S:16](=[O:17])[C@H:11]12)(=[O:8])[C:2]1[CH:7]=[CH:6][CH:5]=[CH:4][CH:3]=1.CN([Si:32]([CH3:35])([CH3:34])[CH3:33])C(=O)C(F)(F)F.[Br:36]N1C(=O)CCC1=O>ClCCl>[C:1]([NH:9][CH:10]1[C:22](=[O:23])[N:12]2[C:13]([C:19]([O:21][Si:32]([CH3:35])([CH3:34])[CH3:33])=[O:20])=[C:14]([CH2:18][Br:36])[CH2:15][S:16](=[O:17])[C@H:11]12)(=[O:8])[C:2]1[CH:7]=[CH:6][CH:5]=[CH:4][CH:3]=1. Run in ClCCl (dichloromethane). The reactants are C(C1=CC=CC=C1)(=O)NC1[C@@H]2N(C(=C(CS2=O)C)C(=O)O)C1=O (7-benzamido-3-methyl-3-cephem-4-carboxylic acid-1-oxide), CN(C(C(F)(F)F)=O)[Si](C)(C)C (N-methyl-N-trimethylsilyltrifluoroacetamide), BrN1C(CCC1=O)=O (N-bromosuccinimide). Procedure details: To a suspension of 335 mg (1.00 mmole) of 7-benzamido-3-methyl-3-cephem-4-carboxylic acid-1-oxide in 25 ml of dichloromethane, 279 mg of N-methyl-N-trimethylsilyltrifluoroacetamide (1.40 mmoles) were added and the mixture was stirred for 10 minutes at room temperature to obtain a clear, yellow solution. This was cooled in an ice-bath and bromination was carried out in half an hour using 253 mg of N-bromosuccinimide (1.42 mmoles) as the brominating agent to obtain a yield of 52% of trimethylsilyl... Run at time 10 minute. Yield: 52.0%. Reactants: CCN(CC)C(=O)SC1(C(=O)N(CC)CC)C=CC=NC1F, CO, N. Yields the product CCN(CC)C(=O)SC1(C(=O)N(CC)CC)C=CC=NC1N. Reaction SMILES: [CH2:2]([CH3:3])[N:4]([C:5]([C:6]1([S:13][C:14]([N:15]([CH2:16][CH3:17])[CH2:18][CH3:19])=[O:20])[CH:7]([F:12])[N:8]=[CH:9][CH:10]=[CH:11]1)=[O:21])[CH2:22][CH3:23].[CH3:24][OH:25].[NH3:1]>>[NH2:1][CH:7]1[C:6]([C:5]([N:4]([CH2:2][CH3:3])[CH2:22][CH3:23])=[O:21])([S:13][C:14]([N:15]([CH2:16][CH3:17])[CH2:18][CH3:19])=[O:20])[CH:11]=[CH:10][CH:9]=[N:8]1. The reactants are CCOC(=S)[S-].[K+] (potassium ethylxanthogenate), NC1=C(C=C(C=C1)CCC=1N=C2N(C=CC(=C2)C)C1C)O (2-[2-(4-amino-3-hydroxyphenyl)ethyl]-3,7-dimethylimidazo[1,2-a]pyridine). The product is CC1=C(N=C2N1C=CC(=C2)C)CCC2=CC1=C(N=C(O1)[S-])C=C2.[K+] (potassium 6-[2-(3,7-dimethylimidazo[1,2-a]pyridin-2-yl)ethyl]-2-benzoxazolethiolate). Yield: 64.4%. Reported procedure: A mixture of potassium ethylxanthogenate (6.25 g) and 2-[2-(4-amino-3-hydroxyphenyl)ethyl]-3,7-dimethylimidazo[1,2-a]pyridine (10.0 g) in ethanol (80 ml) was refluxed for 3 hours with stirring. The resulting precipitate was collected by filtration to give potassium 6-[2-(3,7-dimethylimidazo[1,2-a]pyridin-2-yl)ethyl]-2-benzoxazolethiolate (8.28 g). The solvent is C(C)O (ethanol). As a reaction SMILES: CCO[C:4]([S-])=[S:5].[K+:7].[NH2:8][C:9]1[CH:14]=[CH:13][C:12]([CH2:15][CH2:16][C:17]2[N:18]=[C:19]3[CH:24]=[C:23]([CH3:25])[CH:22]=[CH:21][N:20]3[C:26]=2[CH3:27])=[CH:11][C:10]=1[OH:28]>C(O)C>[CH3:27][C:26]1[N:20]2[CH:21]=[CH:22][C:23]([CH3:25])=[CH:24][C:19]2=[N:18][C:17]=1[CH2:16][CH2:15][C:12]1[CH:13]=[CH:14][C:9]2[N:8]=[C:4]([S-:5])[O:28][C:10]=2[CH:11]=1.[K+:7] |f:0.1,4.5|. The reactants are O (water), C(C)(=O)[O-].[Na+] (sodium acetate), CC(CC)(C)C1=C(OC(C(=O)Cl)CC)C=CC(=C1)C(CC)(C)C (2-[2,4-bis(1,1-dimethylpropyl)phenoxy]butyryl chloride), ClC=1C(=C(N)C=C(C1CC)Cl)O (3,5-dichloro-4-ethyl-2-hydroxyaniline). The solvent is CCCCCCC (heptane), CCCCCCC (heptane), C1(=CC=CC=C1)C (toluene). Run at temperature 60 celsius, time 2 hour. The product is CC(CC)(C)C1=C(OC(C(=O)NC2=C(C(=C(C(=C2)Cl)CC)Cl)O)CC)C=CC(=C1)C(CC)(C)C (2-[2,4-bis(1,1-dimethylpropyl)phenoxy]-N-[(3,5-dichloro-4-ethyl-2-hydroxyphenyl)]Butanamide). Yield: 90.0%. Reaction SMILES: O.C([O-])(=O)C.[Na+].[Cl:7][C:8]1[C:9]([OH:18])=[C:10]([CH:12]=[C:13]([Cl:17])[C:14]=1[CH2:15][CH3:16])[NH2:11].[CH3:19][C:20]([C:24]1[CH:36]=[C:35]([C:37]([CH3:41])([CH3:40])[CH2:38][CH3:39])[CH:34]=[CH:33][C:25]=1[O:26][CH:27]([CH2:31][CH3:32])[C:28](Cl)=[O:29])([CH3:23])[CH2:21][CH3:22]>CCCCCCC.C1(C)C=CC=CC=1>[CH3:23][C:20]([C:24]1[CH:36]=[C:35]([C:37]([CH3:40])([CH3:41])[CH2:38][CH3:39])[CH:34]=[CH:33][C:25]=1[O:26][CH:27]([CH2:31][CH3:32])[C:28]([NH:11][C:10]1[CH:12]=[C:13]([Cl:17])[C:14]([CH2:15][CH3:16])=[C:8]([Cl:7])[C:9]=1[OH:18])=[O:29])([CH3:19])[CH2:21][CH3:22] |f:1.2|. Procedure: To a 4-neck flask with a gas inlet, condenser, thermometer, and addition funnel, 50 mL of deionized water and 31 g of sodium acetate was added and stirring was continued until the solid dissolved. At this point, 57 g of heptane, 20 g of toluene, and 30 g (0.146 moles) of 3,5-dichloro-4-ethyl-2-hydroxyaniline was added and the 2-phase mixture was warmed to 60° C. A solution of 53.2 g of 2-[2,4-bis(1,1-dimethylpropyl)phenoxy]butyryl chloride (0.157 moles, 8% excess) in 53 g of heptane was then add... The reactants are CCCCn1c(=O)n(Cc2ccccc2F)c(=O)c2[nH]c(Cc3ccc(NC(=O)c4ncn(C(c5ccccc5)(c5ccccc5)c5ccccc5)n4)cc3)nc21, CC[SiH](CC)CC, ClCCl, O=C(O)C(F)(F)F. Yields the product CCCCn1c(=O)n(Cc2ccccc2F)c(=O)c2[nH]c(Cc3ccc(NC(=O)c4nc[nH]n4)cc3)nc21. Reaction SMILES: [CH2:1]([CH2:2][CH2:3][CH3:4])[n:5]1[c:6](=[O:57])[n:7]([CH2:49][c:50]2[c:51]([F:56])[cH:52][cH:53][cH:54][cH:55]2)[c:8](=[O:48])[c:9]2[nH:10][c:11]([CH2:14][c:15]3[cH:16][cH:17][c:18]([NH:21][C:22](=[O:23])[c:24]4[n:25][n:26]([C:29]([c:30]5[cH:31][cH:32][cH:33][cH:34][cH:35]5)([c:36]5[cH:37][cH:38][cH:39][cH:40][cH:41]5)[c:42]5[cH:43][cH:44][cH:45][cH:46][cH:47]5)[cH:27][n:28]4)[cH:19][cH:20]3)[n:12][c:13]12.[CH2:65]([SiH:66]([CH2:67][CH3:68])[CH2:69][CH3:70])[CH3:71].[Cl:72][CH2:73][Cl:74].[OH:58][C:59]([C:60]([F:61])([F:62])[F:63])=[O:64]>>[CH2:1]([CH2:2][CH2:3][CH3:4])[n:5]1[c:6](=[O:57])[n:7]([CH2:49][c:50]2[c:51]([F:56])[cH:52][cH:53][cH:54][cH:55]2)[c:8](=[O:48])[c:9]2[nH:10][c:11]([CH2:14][c:15]3[cH:16][cH:17][c:18]([NH:21][C:22](=[O:23])[c:24]4[n:25][nH:26][cH:27][n:28]4)[cH:19][cH:20]3)[n:12][c:13]12.